Dataset: the Open Reaction Database (ORD), a public repository of structured organic reaction records. Task: describe an organic reaction: reactants, conditions, products, and yield Reactants: CCOC(=O)C=C(C)C=CC=C(C)C=Cc1c(C)oc(C)c1C, CC(=O)O, CCO, [K+], [OH-], O. Product: CC(C=Cc1c(C)oc(C)c1C)=CC=CC(C)=CC(=O)O. As a reaction SMILES: [CH2:1]([CH3:2])[O:3][C:4]([CH:5]=[C:6]([CH:7]=[CH:8][CH:9]=[C:10]([CH:11]=[CH:12][c:13]1[c:14]([CH3:20])[o:15][c:16]([CH3:19])[c:17]1[CH3:18])[CH3:21])[CH3:22])=[O:23].[CH3:26][C:27](=[O:28])[OH:29].[CH3:30][CH2:31][OH:32].[K+:25].[OH-:24].[OH2:33]>>[O:3]=[C:4]([CH:5]=[C:6]([CH:7]=[CH:8][CH:9]=[C:10]([CH:11]=[CH:12][c:13]1[c:14]([CH3:20])[o:15][c:16]([CH3:19])[c:17]1[CH3:18])[CH3:21])[CH3:22])[OH:23]. Starting materials: CC1=CC=C(C=C1)O (p-methylphenol), ClCC(=O)[O-].[Na+] (sodium chloroacetate), O (water), [H-].[Na+] (Sodium hydride). The solvent is C1CCOC1 (THF), C1CCOC1 (THF), CS(=O)C (DMSO), CCCCCC (hexane). Conditions: temperature -15 celsius, time 20 hour. Product: CC1=CC=C(OCC(=O)O)C=C1 (4-Methylphenoxyacetic acid). The yield is 97.0%. As a reaction SMILES: [H-].[Na+].[CH3:3][C:4]1[CH:9]=[CH:8][C:7]([OH:10])=[CH:6][CH:5]=1.Cl[CH2:12][C:13]([O-:15])=[O:14].[Na+].O>CCCCCC.C1COCC1.CS(C)=O>[CH3:3][C:4]1[CH:9]=[CH:8][C:7]([O:10][CH2:12][C:13]([OH:15])=[O:14])=[CH:6][CH:5]=1 |f:0.1,3.4|. Procedure details: Sodium hydride (0.86 g of 60% NaH in oil=0.516 g, 21.5 mmol) in oil dispersion was washed twice with 10 ml of hexane. THF was added (5 ml) and the mixture was cooled to -15° C. A solution of p-methylphenol (1.95 g, 18 mmol) in THF was then added, and the mixture was warmed to 25° C. for 1 hour. The THF was removed by distillation under vacuum and a solution of sodium chloroacetate (2.5 g, 22 mmol) in DMSO (50 ml) was added. The mixture was stirred at room temperature for 20 hours, then diluted w... The reactants are ClC=1N=C(C2=C(N1)C=CO2)NC2CC2 (2-chloro-N-cyclopropylfuro[3,2-d]pyrimidin-4-amine), NC1=CC=C2CC(C(NC2=C1)=O)C (7-amino-3-methyl-3,4-dihydroquinolin-2(1H)-one), C(=O)([O-])[O-].[K+].[K+] (K2CO3), CC(C)C1=CC(=C(C(=C1)C(C)C)C2=C(C=CC=C2)P(C3CCCCC3)C4CCCCC4)C(C)C (X-Phos). The reagents and catalysts are C=1C=CC(=CC1)/C=C/C(=O)/C=C/C2=CC=CC=C2.C=1C=CC(=CC1)/C=C/C(=O)/C=C/C2=CC=CC=C2.C=1C=CC(=CC1)/C=C/C(=O)/C=C/C2=CC=CC=C2.[Pd].[Pd] (Pd2dba3). Solvent: O1CCOCC1 (1,4-dioxane). Run at temperature 100 celsius. Yields the product C1(CC1)NC=1C2=C(N=C(N1)NC1=CC=C3CC(C(NC3=C1)=O)C)C=CO2 (7-(4-(cyclopropylamino)furo[3,2-d]pyrimidin-2-ylamino)-3-methyl-3,4-dihydroquinolin-2(1H)-one). The yield is 25.3%. RXN SMILES: Cl[C:2]1[N:3]=[C:4]([NH:11][CH:12]2[CH2:14][CH2:13]2)[C:5]2[O:10][CH:9]=[CH:8][C:6]=2[N:7]=1.[NH2:15][C:16]1[CH:25]=[C:24]2[C:19]([CH2:20][CH:21]([CH3:27])[C:22](=[O:26])[NH:23]2)=[CH:18][CH:17]=1.C([O-])([O-])=O.[K+].[K+].CC(C1C=C(C(C)C)C(C2C=CC=CC=2P(C2CCCCC2)C2CCCCC2)=C(C(C)C)C=1)C>O1CCOCC1.C1C=CC(/C=C/C(/C=C/C2C=CC=CC=2)=O)=CC=1.C1C=CC(/C=C/C(/C=C/C2C=CC=CC=2)=O)=CC=1.C1C=CC(/C=C/C(/C=C/C2C=CC=CC=2)=O)=CC=1.[Pd].[Pd]>[CH:12]1([NH:11][C:4]2[C:5]3[O:10][CH:9]=[CH:8][C:6]=3[N:7]=[C:2]([NH:15][C:16]3[CH:25]=[C:24]4[C:19]([CH2:20][CH:21]([CH3:27])[C:22](=[O:26])[NH:23]4)=[CH:18][CH:17]=3)[N:3]=2)[CH2:14][CH2:13]1 |f:2.3.4,7.8.9.10.11|. Procedure details: A flask was charged with 2-chloro-N-cyclopropylfuro[3,2-d]pyrimidin-4-amine (0.38 g, 1.8 mmol, Example #3, Step C), 7-amino-3-methyl-3,4-dihydroquinolin-2(1H)-one (0.30 g, 1.7 mmol), K2CO3 (0.38 g, 2.7 mmol), Pd2dba3 (0.17 g, 0.18 mmol) and X-Phos (0.17 g, 0.36 mmol) in 1,4-dioxane (20 mL). The flask was evacuated and purged with N2 (3×), and the mixture was heated to about 100° C. overnight. The mixture was cooled to rt and concentrated under reduced pressure to a residue. The residue was purif... Starting materials: COC=1C=C(/C=C/C2=NC=3N(C(N(C(C3N2C)=O)CCC)=O)CCC)C=CC1OCOC ((E)-8-(3-Methoxy-4-methoxymethoxystyryl)-7-methyl-1,3-dipropylxanthine), O (Water), Cl (hydrochloric acid), [OH-].[Na+] (sodium hydroxide). Solvent: O1CCCC1 (tetrahydrofuran). The product is OC1=C(C=C(/C=C/C2=NC=3N(C(N(C(C3N2C)=O)CCC)=O)CCC)C=C1)OC ((E)-8-(4-Hydroxy-3-methoxystyryl)-7-methyl-1,3-dipropylxanthine). The yield is 71.4%. Reaction SMILES: [CH3:1][O:2][C:3]1[CH:4]=[C:5]([CH:26]=[CH:27][C:28]=1[O:29]COC)/[CH:6]=[CH:7]/[C:8]1[N:16]([CH3:17])[C:15]2[C:14](=[O:18])[N:13]([CH2:19][CH2:20][CH3:21])[C:12](=[O:22])[N:11]([CH2:23][CH2:24][CH3:25])[C:10]=2[N:9]=1.Cl.[OH-].[Na+].O>O1CCCC1>[OH:29][C:28]1[CH:27]=[CH:26][C:5](/[CH:6]=[CH:7]/[C:8]2[N:16]([CH3:17])[C:15]3[C:14](=[O:18])[N:13]([CH2:19][CH2:20][CH3:21])[C:12](=[O:22])[N:11]([CH2:23][CH2:24][CH3:25])[C:10]=3[N:9]=2)=[CH:4][C:3]=1[O:2][CH3:1] |f:2.3|. Reported procedure: Compound d (3.00 g, 6.78 mmol) obtained in Reference Example 4 was suspended in 60 ml of tetrahydrofuran, and 2N hydrochloric acid (17 ml) was added thereto, followed by heating under reflux for 1 hour. The reaction mixture was neutralized by adding 2N sodium hydroxide under ice-cooling. Water was added to the reaction mixture, and the resulting precipitate was collected by filtration. The obtained crude product was recrystallized from hexane/ethyl acetate to give 1.93 g (72% yield) of Compound ... The reactants are ClCCl, O=C(OO)c1cccc(Cl)c1, Cl, COc1ccnc(CSc2nc3c(F)cccc3[nH]2)c1, [Na+], [Na+], O=C([O-])O, [OH-], O. Yields the product COc1ccnc(CS(=O)c2nc3c(F)cccc3[nH]2)c1. As a reaction SMILES: [CH2:40]([Cl:41])[Cl:42].[Cl:26][c:27]1[cH:28][cH:29][cH:30][c:31]([C:32]([O:33][OH:34])=[O:35])[cH:36]1.[ClH:39].[F:1][c:2]1[cH:3][cH:4][cH:5][c:6]2[nH:7][c:8]([S:11][CH2:12][c:13]3[n:14][cH:15][cH:16][c:17]([O:19][CH3:20])[cH:18]3)[n:9][c:10]12.[Na+:25].[Na+:38].[O-:21][C:22]([OH:23])=[O:24].[OH-:37].[OH2:43]>>[F:1][c:2]1[cH:3][cH:4][cH:5][c:6]2[nH:7][c:8]([S:11]([CH2:12][c:13]3[n:14][cH:15][cH:16][c:17]([O:19][CH3:20])[cH:18]3)=[O:21])[n:9][c:10]12. Reactants: O=C(O)CCCCCCC1=CCCC1=O, O=C(Cl)C(=O)Cl, C1CCOC1. Yields the product O=C(Cl)CCCCCCC1=CCCC1=O. As a reaction SMILES: [C:1](=[O:2])([OH:3])[CH2:4][CH2:5][CH2:6][CH2:7][CH2:8][CH2:9][C:10]1=[CH:14][CH2:13][CH2:12][C:11]1=[O:15].[Cl:16][C:17]([C:18]([Cl:19])=[O:20])=[O:21].[O:22]1[CH2:23][CH2:24][CH2:25][CH2:26]1>>[C:1](=[O:2])([CH2:4][CH2:5][CH2:6][CH2:7][CH2:8][CH2:9][C:10]1=[CH:14][CH2:13][CH2:12][C:11]1=[O:15])[Cl:16].